This data is from the Open Reaction Database (ORD), a public repository of structured organic reaction records. The task is: describe an organic reaction: reactants, conditions, products, and yield Starting materials: O.NN (Hydrazine hydrate), FC=1C=C(C=2C(C(C(NC2C1)C1=CC=C(C=C1)F)C1=NC=NN1C)=O)C(=O)OC (Methyl 7-fluoro-2-(4-fluorophenyl)-3-(1-methyl-1H-1,2,4-triazol-5-yl)-4-oxo-1,2,3,4-tetrahydroquinoline-5-carboxylate), FC=1C=C(C=2C(C(C(NC2C1)C1=CC=C(C=C1)F)C1=NC=NN1C)=O)C(=O)OC (Methyl 7-fluoro-2-(4-fluorophenyl)-3-(1-methyl-1H-1,2,4-triazol-5-yl)-4-oxo-1,2,3,4-tetrahydroquinoline-5-carboxylate). The solvent is CO (methanol). Reaction conditions: time 15 minute. Yields the product FC=1C=C2C=3C(=NNC(C3C1)=O)C(C(N2)C2=CC=C(C=C2)F)C2=NC=NN2C (5-Fluoro-8-(4-fluorophenyl)-9-(1-methyl-1H-1,2,4-triazol-5-yl)-8,9-dihydro-2H-pyrido[4,3,2-de]phthalazin-3(7H)-one). Isolated yield 77.5%. As a reaction SMILES: [F:1][C:2]1[CH:3]=[C:4]([C:26](OC)=O)[C:5]2[C:6](=O)[CH:7]([C:19]3[N:23]([CH3:24])[N:22]=[CH:21][N:20]=3)[CH:8]([C:12]3[CH:17]=[CH:16][C:15]([F:18])=[CH:14][CH:13]=3)[NH:9][C:10]=2[CH:11]=1.[OH2:30].[NH2:31][NH2:32]>CO>[F:1][C:2]1[CH:11]=[C:10]2[NH:9][CH:8]([C:12]3[CH:13]=[CH:14][C:15]([F:18])=[CH:16][CH:17]=3)[CH:7]([C:19]3[N:23]([CH3:24])[N:22]=[CH:21][N:20]=3)[C:6]3=[N:31][NH:32][C:26](=[O:30])[C:4]([CH:3]=1)=[C:5]23 |f:1.2|. Procedure details: Methyl 7-fluoro-2-(4-fluorophenyl)-3-(1-methyl-1H-1,2,4-triazol-5-yl)-4-oxo-1,2,3,4-tetrahydroquinoline-5-carboxylate (5) (150 g, 0.38 mol, 1.0 eq.) and methanol (1.7 L) were charged into a 3 L 3-neck flask equipped with a mechanical stirrer, thermometer, and nitrogen inlet/outlet. The resulted suspension was stirred at room temperature for 15 minutes. Hydrazine hydrate (85% of purity, 78.1 g, 1.33 mol, 3.5 eq.) was charged dropwise into the above reaction mixture within 30 minutes at ambient te... The reactants are C(=O)(O)[O-].[Na+] (NaHCO3), CSC=1SC(=CC1[N+](=O)[O-])C=O (2-methylthio-3-nitro-5-formylthiophene), NO.Cl (NH2OH.HCl), C(=O)O (formic acid). The solvent is O (water). Product: CSC=1SC(=CC1[N+](=O)[O-])C#N (2-methylthio-3-nitro-5-cyanothiophene). Reaction SMILES: C([O-])(O)=O.[Na+].[CH3:6][S:7][C:8]1[S:9][C:10]([CH:16]=O)=[CH:11][C:12]=1[N+:13]([O-:15])=[O:14].[NH2:18]O.Cl.C(O)=O>O>[CH3:6][S:7][C:8]1[S:9][C:10]([C:16]#[N:18])=[CH:11][C:12]=1[N+:13]([O-:15])=[O:14] |f:0.1,3.4|. Procedure: A sodium methyl mercaptide solution was prepared by adding 5 ml of methylmercaptan to 1.75 g of Na in 60 ml of absolute ethanol. While stirring and cooling this solution to below 10° C. it was added to a solution of 17.6 g of 2-bromo-3-nitro-5-formylthiophene in 200 ml of ethanol. After stirring at room temperature for another 2 hours, 200 ml of water were added, after which the formed precipitate was sucked off, washed with water-ethanol mixture (1:1 v/v), and recrystallized from isopropanol. 6... The reactants are N1=C(C=CC=C1)C(=O)OCC (ethyl picolinate), C1(CC1)C(=O)C (cyclopropylmethyl ketone), C[O-].[Na+] (sodium methoxide). Solvent: C1=CC=CC=C1 (benzene). Product: C1(CC1)C(CC(=O)C1=NC=CC=C1)=O (1-Cyclopropyl-3-(2-pyridyl)-1,3-propanedione). As a reaction SMILES: [N:1]1[CH:6]=[CH:5][CH:4]=[CH:3][C:2]=1[C:7]([O:9]CC)=O.[CH:12]1([C:15]([CH3:17])=[O:16])[CH2:14][CH2:13]1.C[O-].[Na+]>C1C=CC=CC=1>[CH:12]1([C:15](=[O:16])[CH2:17][C:7]([C:2]2[CH:3]=[CH:4][CH:5]=[CH:6][N:1]=2)=[O:9])[CH2:14][CH2:13]1 |f:2.3|. Procedure: A stirred mixture of 24 g. of ethyl picolinate, 18 g. of cyclopropylmethyl ketone and 11 g. of sodium methoxide in 250 ml. of benzene is heated under reflux for 6 hours. The mixture is diluted with 200 ml. of water and the water phase is removed. The aqueous solution is made weakly acidic with dilute hydrochloric acid. A solid precipitates and is collected by filtration. Recrystallization from cyclohexane provided colorless crystals, melting point 77°-78°C. Reactants: ClC1=CC=NC2=CC(=C(C=C12)OC)OCC1=CC=CC=C1 (4-Chloro-7-benzyloxy-6-methoxy-quinoline), COC(CC=1C(=C(C=CC1[N+](=O)[O-])O)F)(C)OC (3-(2,2-dimethoxypropyl)-2-fluoro-4-nitrophenol). Run in O1CCOCC1 (dioxane), CCOC(=O)C (EtOAc), O (water). Product: C(C1=CC=CC=C1)OC1=C(C=C2C(=CC=NC2=C1)OC1=C(C(=C(C=C1)[N+](=O)[O-])CC(C)(OC)OC)F)OC (7-(benzyloxy)-4-(3-(2,2-dimethoxypropyl)-2-fluoro-4-nitrophenoxy)-6-methoxyquinoline). Reaction SMILES: Cl[C:2]1[C:11]2[C:6](=[CH:7][C:8]([O:14][CH2:15][C:16]3[CH:21]=[CH:20][CH:19]=[CH:18][CH:17]=3)=[C:9]([O:12][CH3:13])[CH:10]=2)[N:5]=[CH:4][CH:3]=1.[CH3:22][O:23][C:24]([O:38][CH3:39])([CH3:37])[CH2:25][C:26]1[C:27]([F:36])=[C:28]([OH:35])[CH:29]=[CH:30][C:31]=1[N+:32]([O-:34])=[O:33]>O1CCOCC1.CCOC(C)=O.O>[CH2:15]([O:14][C:8]1[CH:7]=[C:6]2[C:11]([C:2]([O:35][C:28]3[CH:29]=[CH:30][C:31]([N+:32]([O-:34])=[O:33])=[C:26]([CH2:25][C:24]([O:23][CH3:22])([O:38][CH3:39])[CH3:37])[C:27]=3[F:36])=[CH:3][CH:4]=[N:5]2)=[CH:10][C:9]=1[O:12][CH3:13])[C:16]1[CH:21]=[CH:20][CH:19]=[CH:18][CH:17]=1. Reported procedure: 4-Chloro-7-benzyloxy-6-methoxy-quinoline (WO2008112407, 1.5 g) was mixed with 3-(2,2-dimethoxypropyl)-2-fluoro-4-nitrophenol (WO0047212) (1.5 eq) in dioxane (30 ml). The reaction was refluxed for three days and diluted with EtOAc, water and extracted with EtOAc three times. The combined organic layer was washed with water, brine and dried. The solution was evaporated and purified with silica gel column to give 7-(benzyloxy)-4-(3-(2,2-dimethoxypropyl)-2-fluoro-4-nitrophenoxy)-6-methoxyquinoline (... Starting materials: COC(=O)CCS, O=C(NCc1cccs1)c1cc2ccccc2nc1Cl, CN(C)C=O. Product: COC(=O)CCSc1nc2ccccc2cc1C(=O)NCc1cccs1. RXN SMILES: [CH3:1][O:2][C:3]([CH2:4][CH2:5][SH:6])=[O:7].[Cl:8][c:9]1[n:10][c:11]2[cH:12][cH:13][cH:14][cH:15][c:16]2[cH:17][c:18]1[C:19](=[O:20])[NH:21][CH2:22][c:23]1[s:24][cH:25][cH:26][cH:27]1.[O:28]=[CH:29][N:30]([CH3:31])[CH3:32]>>[CH3:1][O:2][C:3]([CH2:4][CH2:5][S:6][c:9]1[n:10][c:11]2[cH:12][cH:13][cH:14][cH:15][c:16]2[cH:17][c:18]1[C:19](=[O:20])[NH:21][CH2:22][c:23]1[s:24][cH:25][cH:26][cH:27]1)=[O:7].